Dataset: the Open Reaction Database (ORD), a public repository of structured organic reaction records. Task: describe an organic reaction: reactants, conditions, products, and yield Starting materials: CC1=CC=C(O1)C(C1(COC1)C)N (C-(5-methylfuran-2-yl)-C-(3-methyloxetan-3-yl)methylamine), C(C)OC=1C(C(C1NC1=C(C(=CC=C1)C(=O)N1C[C@@H](CC1)O)O)=O)=O (3-ethoxy-4-[2-hydroxy-3-((R)-3-hydroxypyrrolidine-1-carbonyl)phenylamino]cyclobut-3-ene-1,2-dione). Run in CO (methanol). Conditions: temperature 50 celsius, time 5 hour. Product: OC1=C(C=CC=C1C(=O)N1C[C@@H](CC1)O)NC=1C(C(C1NC(C1(COC1)C)C=1OC(=CC1)C)=O)=O (3-[2-hydroxy-3-((R)-3-hydroxypyrrolidine-1-carbonyl)phenylamino]-4-{[(5-methylfuran-2-yl)-(3-methyloxetan-3-yl)methyl]amino}cyclobut-3-ene-1,2-dione). Yield: 72.1%. As a reaction SMILES: [CH3:1][C:2]1[O:6][C:5]([CH:7]([NH2:13])[C:8]2([CH3:12])[CH2:11][O:10][CH2:9]2)=[CH:4][CH:3]=1.C([O:16][C:17]1[C:18](=[O:38])[C:19](=O)[C:20]=1[NH:21][C:22]1[CH:27]=[CH:26][CH:25]=[C:24]([C:28]([N:30]2[CH2:34][CH2:33][C@@H:32]([OH:35])[CH2:31]2)=[O:29])[C:23]=1[OH:36])C>CO>[OH:36][C:23]1[C:24]([C:28]([N:30]2[CH2:34][CH2:33][C@@H:32]([OH:35])[CH2:31]2)=[O:29])=[CH:25][CH:26]=[CH:27][C:22]=1[NH:21][C:20]1[C:17](=[O:16])[C:18](=[O:38])[C:19]=1[NH:13][CH:7]([C:5]1[O:6][C:2]([CH3:1])=[CH:3][CH:4]=1)[C:8]1([CH3:12])[CH2:9][O:10][CH2:11]1. Procedure: 544 mg (3 mmol, 1.5 eq) of C-(5-methylfuran-2-yl)-C-(3-methyloxetan-3-yl)methylamine were added to 693 mg (2 mmol, 1 eq) of 3-ethoxy-4-[2-hydroxy-3-((R)-3-hydroxypyrrolidine-1-carbonyl)phenylamino]cyclobut-3-ene-1,2-dione dissolved under hot conditions in 30 ml of methanol. The reaction medium was heated at 50° C. for 3 days and then at 60° C. for 5 hours. The methanol was evaporated off and the residue was chromatographed on silica gel (column puriFlash IR-50SI/80G, Spot II) then subsequently o... The reactants are CN(C)C1CCc2[nH]c3ccccc3c2C1, [KH], C1CCOC1, O, O=S(=O)(Cl)Cl, c1ccccc1. Yields the product CN(C)C1CCc2c(c3ccccc3n2S(=O)(=O)c2ccccc2)C1. As a reaction SMILES: [CH3:2][N:3]([CH:4]1[CH2:5][CH2:6][c:7]2[nH:8][c:9]3[cH:10][cH:11][cH:12][cH:13][c:14]3[c:15]2[CH2:16]1)[CH3:17].[KH:1].[O:29]1[CH2:30][CH2:31][CH2:32][CH2:33]1.[OH2:34].[S:18](=[O:19])(=[O:20])([Cl:21])[Cl:22].[cH:23]1[cH:24][cH:25][cH:26][cH:27][cH:28]1>>[CH3:2][N:3]([CH:4]1[CH2:5][CH2:6][c:7]2[n:8]([S:18](=[O:19])(=[O:20])[c:23]3[cH:24][cH:25][cH:26][cH:27][cH:28]3)[c:9]3[cH:10][cH:11][cH:12][cH:13][c:14]3[c:15]2[CH2:16]1)[CH3:17]. Starting materials: N1(CCCC1)CCC1=CNC2=CC=C(C=C12)NC(=N)C=1SC=CC1 (N-(3-(2-(pyrrolidin-1-yl)ethyl)-1H-indol-5-yl)thiophene-2-carboximidamide), Cl (hydrochloric acid), CCOCC (ether). Run in CO (methanol). Reaction conditions: time 15 minute. The product is Cl.Cl.N1(CCCC1)CCC1=CNC2=CC=C(C=C12)NC(=N)C=1SC=CC1 (N-(3-(2-(pyrrolidin-1-yl)ethyl)-1H-indol-5-yl)thiophene-2-carboximidamide dihydrochloride). Yield: 87.0%. RXN SMILES: [N:1]1([CH2:6][CH2:7][C:8]2[C:16]3[C:11](=[CH:12][CH:13]=[C:14]([NH:17][C:18]([C:20]4[S:21][CH:22]=[CH:23][CH:24]=4)=[NH:19])[CH:15]=3)[NH:10][CH:9]=2)[CH2:5][CH2:4][CH2:3][CH2:2]1.[ClH:25].CCOCC>CO>[ClH:25].[ClH:25].[N:1]1([CH2:6][CH2:7][C:8]2[C:16]3[C:11](=[CH:12][CH:13]=[C:14]([NH:17][C:18]([C:20]4[S:21][CH:22]=[CH:23][CH:24]=4)=[NH:19])[CH:15]=3)[NH:10][CH:9]=2)[CH2:2][CH2:3][CH2:4][CH2:5]1 |f:4.5.6|. Procedure details: A solution of N-(3-(2-(pyrrolidin-1-yl)ethyl)-1H-indol-5-yl)thiophene-2-carboximidamide (0.16 g, 0.473 mmol) in methanol (3 mL) was treated with 1 N hydrochloric acid in ether (1.418 mL, 1.418 mmol) and stirred for 15 minutes at room temperature. Solvent was evaporated and product was dried under reduced pressure to obtain N-(3-(2-(pyrrolidin-1-yl)ethyl)-1H-indol-5-yl)thiophene-2-carboximidamide dihydrochloride (0.17 g, 0.413 mmol, 87% yield) as a solid. 1H NMR (DMSO-d6) δ 11.50 (s, 1H), 11.38 (... Starting materials: C1(=CC=C(C=C1)C=O)C1=CC=CC=C1 (4-biphenylcarboxaldehyde), C(CCC)[Li] (n-butyl lithium), C(CC(=O)C)(=O)OCC (ethyl acetoacetate), [H-].[Na+] (NaH), aldehyde. The solvent is O1CCCC1 (tetrahydrofuran), CCCCCC (hexane). Run at temperature 0 celsius, time 15 minute. Product: C1(=CC=C(C=C1)C1CC(=CC(O1)=O)O)C1=CC=CC=C1 (6-[1,1'-Biphenyl]-4-yl-5,6-dihydro-4-hydroxy-2H-pyran-2-one), solid. As a reaction SMILES: [C:1]([O:7][CH2:8][CH3:9])(=[O:6])[CH2:2][C:3]([CH3:5])=[O:4].[H-].[Na+].C([Li])CCC.[C:17]1([C:25]2[CH:30]=[CH:29]C=[CH:27][CH:26]=2)[CH:22]=[CH:21][C:20](C=O)=[CH:19][CH:18]=1>CCCCCC.O1CCCC1>[C:25]1([C:17]2[CH:18]=[CH:19][CH:20]=[CH:21][CH:22]=2)[CH:26]=[CH:27][C:9]([CH:8]2[O:7][C:1](=[O:6])[CH:2]=[C:3]([OH:4])[CH2:5]2)=[CH:29][CH:30]=1 |f:1.2|. Procedure: The title compound was prepared as described in General Method 1 using 13.0 g of ethyl acetoacetate, 5.3 g of NaH 50% dispersion in oil, 60 mL of 1.6M n-butyl lithium in hexane, 16.3 g of 4-biphenylcarboxaldehyde and 300 mL of tetrahydrofuran. After addition of the aldehyde, the reaction was stirred for 15 minutes at 0° C. then allowed to warm to room temperature overnight. The crude product was triturated from diethyl ether to afford a solid (m.p. 150°-152° C.). 1H NMR (CDCl3) δ 2.97 (dd, 2 H),...